Dataset: the Open Reaction Database (ORD), a public repository of structured organic reaction records. Task: describe an organic reaction: reactants, conditions, products, and yield The reactants are NC1=CC=CC=C1 (aniline), C[Al](C)C (trimethylaluminum), [Si](C1=CC=CC=C1)(C1=CC=CC=C1)(C(C)(C)C)O[C@H]1C(OCC1)=O ((R)-3-(tert-butyldiphenylsilyloxy)-dihydrofuran-2(3H)-one), C(C(O)C(O)C(=O)O)(=O)O.[K].[Na] (sodium potassium tartaric acid). Solvent: C(Cl)Cl (DCM), C(Cl)Cl (DCM). Reaction conditions: time 40 minute. Yields the product [Si](C1=CC=CC=C1)(C1=CC=CC=C1)(C(C)(C)C)O[C@@H](C(=O)NC1=CC=CC=C1)CCO ((R)-2-(tert-butyldiphenylsilyloxy)-4-hydroxy-N-phenylbutanamide). The yield is 78.4%. As a reaction SMILES: [NH2:1][C:2]1[CH:7]=[CH:6][CH:5]=[CH:4][CH:3]=1.C[Al](C)C.[Si:12]([O:29][C@@H:30]1[CH2:34][CH2:33][O:32][C:31]1=[O:35])([C:25]([CH3:28])([CH3:27])[CH3:26])([C:19]1[CH:24]=[CH:23][CH:22]=[CH:21][CH:20]=1)[C:13]1[CH:18]=[CH:17][CH:16]=[CH:15][CH:14]=1.C(O)(=O)C(C(C(O)=O)O)O.[K].[Na]>C(Cl)Cl>[Si:12]([O:29][C@H:30]([CH2:34][CH2:33][OH:32])[C:31]([NH:1][C:2]1[CH:7]=[CH:6][CH:5]=[CH:4][CH:3]=1)=[O:35])([C:25]([CH3:28])([CH3:27])[CH3:26])([C:19]1[CH:24]=[CH:23][CH:22]=[CH:21][CH:20]=1)[C:13]1[CH:14]=[CH:15][CH:16]=[CH:17][CH:18]=1 |f:3.4.5,^1:45,46|. Procedure details: To a solution of aniline (356 mg, 348 μL, 3.82 mmol) in DCM (17 mL) was added trimethylaluminum (2.0M, 2.1 mL, 4.2 mmol) dropwise and the reaction mixture was stirred at RT for 40 min. A solution of (R)-3-(tert-butyldiphenylsilyloxy)-dihydrofuran-2(3H)-one (1.00 g, 2.94 mmol) in DCM (12 mL) was added dropwise and the reaction mixture was stirred at RT for 16 hours. The reaction mixture was poured into a saturated solution of sodium potassium tartaric acid and stirred for 15 min. The layers were ...